This data is from the Open Reaction Database (ORD), a public repository of structured organic reaction records. The task is: describe an organic reaction: reactants, conditions, products, and yield The reactants are Cc2ccc(B1OCC(C)(C)CO1)cc2 (effective_coupling_partner), COc1ccccc1c2ccccc2 (substrate). Reagents/catalysts: ICy. Conditions: temperature 120 celsius, time 12 hour. The product is Cc3ccc(c1ccccc1c2ccccc2)cc3. Reactants: O1CCOCC1 (dioxane), [H-].C(C(C)C)[Al+]CC(C)C (Diisobutylaluminium hydride), FC(F)(F)OC1=CC=C(C=C1)C#N (4-cyanophenyl trifluoromethyl ether), Cl (hydrochloric acid), solution. The solvent is O (water), C(C)OCC (diethyl ether). Run at time 3 hour. Yields the product FC(OC1=CC=C(C=O)C=C1)(F)F (4-Trifluoromethoxybenzaldehyde). As a reaction SMILES: [H-].C([Al+]CC(C)C)C(C)C.[F:11][C:12]([O:15][C:16]1[CH:21]=[CH:20][C:19]([C:22]#N)=[CH:18][CH:17]=1)([F:14])[F:13].[O:24]1CCOCC1.Cl>C(OCC)C.O>[F:11][C:12]([F:14])([F:13])[O:15][C:16]1[CH:21]=[CH:20][C:19]([CH:22]=[O:24])=[CH:18][CH:17]=1 |f:0.1|. Procedure details: Diisobutylaluminium hydride (11.8 ml. 1M solution in toluene) was added to a stirred solution of 4-cyanophenyl trifluoromethyl ether (2.0 g., Fairfield) in dry diethyl ether (100 ml.). The mixture was refluxed with stirring for 3 hours. The mixture was cooled and dioxane (5 ml.) containing water 1.0 ml.) was added. Dilute hydrochloric acid was added (60 ml. of 10% solution). The mixture was stirred for 30 minutes and extracted with diethyl ether. The ethereal extracts were washed with water and ... The reactants are C(C)(C)(C)OC(=O)N1CCC(CC1)OC=1C(=NN(C(C1)=O)C1=CC(=C(C=C1)C#N)F)C(=O)OC (methyl 4-(1-(tert-butoxycarbonyl)piperidin-4-yloxy)-1-(4-cyano-3-fluorophenyl)-6-oxo-1,6-dihydropyridazine-3-carboxylate), [BH4-].[Na+] (NaBH4), CCOC(=O)C (EtOAc), O (water). Run in C1CCOC1.CO (THF MeOH). Run at time 8 hour. Yields the product C(#N)C1=C(C=C(C=C1)N1N=C(C(=CC1=O)OC1CCN(CC1)C(=O)OC(C)(C)C)CO)F (tert-butyl 4-(1-(4-cyano-3-fluorophenyl)-3-(hydroxymethyl)-6-oxo-1,6-dihydropyridazin-4-yloxy)piperidine-1-carboxylate). Yield: 83.2%. RXN SMILES: [C:1]([O:5][C:6]([N:8]1[CH2:13][CH2:12][CH:11]([O:14][C:15]2[C:16]([C:31](OC)=[O:32])=[N:17][N:18]([C:22]3[CH:27]=[CH:26][C:25]([C:28]#[N:29])=[C:24]([F:30])[CH:23]=3)[C:19](=[O:21])[CH:20]=2)[CH2:10][CH2:9]1)=[O:7])([CH3:4])([CH3:3])[CH3:2].[BH4-].[Na+].CCOC(C)=O.O>C1COCC1.CO>[C:28]([C:25]1[CH:26]=[CH:27][C:22]([N:18]2[C:19](=[O:21])[CH:20]=[C:15]([O:14][CH:11]3[CH2:10][CH2:9][N:8]([C:6]([O:5][C:1]([CH3:2])([CH3:3])[CH3:4])=[O:7])[CH2:13][CH2:12]3)[C:16]([CH2:31][OH:32])=[N:17]2)=[CH:23][C:24]=1[F:30])#[N:29] |f:1.2,5.6|. Procedure: To a stirring solution of methyl 4-(1-(tert-butoxycarbonyl)piperidin-4-yloxy)-1-(4-cyano-3-fluorophenyl)-6-oxo-1,6-dihydropyridazine-3-carboxylate (27.2 mg, 0.1 mmol) in THF/MeOH (1:1) (3 mL) at room temperature under argon was added NaBH4 (18.9 mg, 0.5 mmol) at 0° C. in an ice bath under argon carefully. The reaction mixture was allowed to warm to room temperature gradually and stirred overnight. EtOAc (20 mL) and water (20 mL) were added to the reaction mixture. Layers were separated. Organic ... Starting materials: [OH-].[Na+] (sodium hydroxide), CO (methanol), C(C)OC(C1=CC=C(C=C1)C#CC=1C=C2C(CC(OC2=C(C1)C1CC1)(C)C)(C)C)=O (4-(8-cyclopropyl-2,2,4,4-tetramethyl-chroman-6-yl-ethynyl)-benzoic acid ethyl ester), C(C)OC(C1=CC=C(C=C1)C#CC=1C=C2C(CC(OC2=C(C1)C1CC1)(C)C)(C)C)=O (4-(8-cyclopropyl-2,2,4,4-tetramethyl-chroman-6-yl-ethynyl)-benzoic acid ethyl ester), O (water). Solvent: C(C)#N (acetonitrile). Yields the product C1(CC1)C=1C=C(C=C2C(CC(OC12)(C)C)(C)C)C#CC1=CC=C(C(=O)O)C=C1 (4-(8-Cyclopropyl-2,2,4,4-tetramethyl-chroman-6-yl-ethynyl)-benzoic acid), solid. Yield: 73.0%. Reaction SMILES: C([O:3][C:4](=[O:30])[C:5]1[CH:10]=[CH:9][C:8]([C:11]#[C:12][C:13]2[CH:14]=[C:15]3[C:20](=[C:21]([CH:23]4[CH2:25][CH2:24]4)[CH:22]=2)[O:19][C:18]([CH3:27])([CH3:26])[CH2:17][C:16]3([CH3:29])[CH3:28])=[CH:7][CH:6]=1)C.CO.[OH-].[Na+].O>C(#N)C>[CH:23]1([C:21]2[CH:22]=[C:13]([C:12]#[C:11][C:8]3[CH:7]=[CH:6][C:5]([C:4]([OH:30])=[O:3])=[CH:10][CH:9]=3)[CH:14]=[C:15]3[C:20]=2[O:19][C:18]([CH3:26])([CH3:27])[CH2:17][C:16]3([CH3:29])[CH3:28])[CH2:24][CH2:25]1 |f:2.3|. Procedure details: Following general procedure L and using 4-(8-cyclopropyl-2,2,4,4-tetramethyl-chroman-6-yl-ethynyl)-benzoic acid ethyl ester (Compound 33, 0.133 g, 0.34 mmol), 5 mL of methanol and 1M sodium hydroxide solution (2 mL) followed by preparative reverse phase HPLC using 10% water in acetonitrile as the mobile phase, the title compound was obtained as a solid (0.093 g, 73%).